From a dataset of the Open Reaction Database (ORD), a public repository of structured organic reaction records. describe an organic reaction: reactants, conditions, products, and yield Starting materials: C1(CCCC1)OC([C@H](COC(C)(C)C)NC(=O)OCC1=CC=CC=C1)=O ((S)-2-Benzyloxycarbonylamino-3-tert-butoxy-propionic acid cyclopentyl ester), C(C)(C)(C)SC[C@H](C(=O)O)NC(=O)OCC1C2=CC=CC=C2C=2C=CC=CC12 ((S)-3-tert-Butylsulfanyl-2-(9H-fluoren-9-ylmethoxycarbonylamino)-propionic acid). The product is C1(CCCC1)OC([C@@H](CSC(C)(C)C)NC(=O)OCC1C2=CC=CC=C2C=2C=CC=CC12)=O ((S)-3-tert-Butylsulfanyl-2-(9H-fluoren-9-ylmethoxycarbonylamino)-propionic acid cyclopentyl ester). RXN SMILES: [CH:1]1(OC(=O)[C@@H](NC(OCC2C=CC=CC=2)=O)COC(C)(C)C)[CH2:5][CH2:4][CH2:3][CH2:2]1.[C:27]([S:31][CH2:32][C@@H:33]([NH:37][C:38]([O:40][CH2:41][CH:42]1[C:54]2[CH:53]=[CH:52][CH:51]=[CH:50][C:49]=2[C:48]2[C:43]1=[CH:44][CH:45]=[CH:46][CH:47]=2)=[O:39])[C:34]([OH:36])=[O:35])([CH3:30])([CH3:29])[CH3:28]>>[CH:1]1([O:35][C:34](=[O:36])[C@H:33]([NH:37][C:38]([O:40][CH2:41][CH:42]2[C:43]3[CH:44]=[CH:45][CH:46]=[CH:47][C:48]=3[C:49]3[C:54]2=[CH:53][CH:52]=[CH:51][CH:50]=3)=[O:39])[CH2:32][S:31][C:27]([CH3:30])([CH3:28])[CH3:29])[CH2:5][CH2:4][CH2:3][CH2:2]1. Procedure: This was prepared in the same manner as (S)-2-Benzyloxycarbonylamino-3-tert-butoxy-propionic acid cyclopentyl ester (Method A, Stage 1) but from (S)-3-tert-Butylsulfanyl-2-(9H-fluoren-9-ylmethoxycarbonylamino)-propionic acid. 1H NMR (300 MHz, CDCl3), δ: 1.30 (9H, s, (CH3)3), 1.55-1.95 (8H, m, CH2×4), 3.05 (2H, d, CH2, J=4.8 Hz), 4.20-4.30 (1H, m, CH), 4.40 (2H, d, CH2, J=7.5 Hz), 4.65 (1H, m, CH), 5.25 (1H, m, CH), 5.70 (1H, d, NH, J=7.8 Hz), 7.30-7.50 (4H, m, ArH×4), 7.65 (2H, d, J=7.5 Hz, ArH×... Reagents/catalysts: [Mo](=O)(=O)=O (molybdenum trioxide). Starting materials: C(C)(C)(C)OO (tert-butyl hydroperoxide), C(C1=CC=CC=C1)(=O)OC1CC(N(C(C1)(C)C)O)(C)C (4-benzoyloxy-1-oxyl2,2,6,6-tetramethylpiperidine), CCCCCCCC (n-octane). Yields the product OC1CC(N(C(C1)(C)C)OCCCCCCCC)(C)C (4-Hydroxy-1-octyloxy-2,2,6,6-tetramethylpiperidine). Reaction SMILES: C(OO)(C)(C)C.C([O:15][CH:16]1[CH2:21][C:20]([CH3:23])([CH3:22])[N:19]([OH:24])[C:18]([CH3:26])([CH3:25])[CH2:17]1)(=O)C1C=CC=CC=1.[CH3:27][CH2:28][CH2:29][CH2:30][CH2:31][CH2:32][CH2:33][CH3:34]>[Mo](=O)(=O)=O.O>[OH:15][CH:16]1[CH2:17][C:18]([CH3:25])([CH3:26])[N:19]([O:24][CH2:27][CH2:28][CH2:29][CH2:30][CH2:31][CH2:32][CH2:33][CH3:34])[C:20]([CH3:22])([CH3:23])[CH2:21]1. Reported procedure: A solution of 121.8 grams (946 mmol) of 70% aqueous tert-butyl hydroperoxide is added over a 3-hour period to a mixture of 101.5 grams (367 mmol) of 4-benzoyloxy-1-oxyl2,2,6,6-tetramethylpiperidine, 1.3 gram of molybdenum trioxide, and 650 ml of n-octane that is preheated to 120° C. The reaction mixture is maintained at reflux temperature throughout the addition, and water is collected in a Dean-Stark trap. The reaction mixture is heated at reflux for 8.5 hours after the addition is complete in ... Run in O (water). The reactants are CCO, [Cl-], [Fe], Nc1c(C(=O)OCc2ccccc2)cccc1[N+](=O)[O-], [NH4+], O. The product is Nc1cccc(C(=O)OCc2ccccc2)c1N. Reaction SMILES: [CH2:25]([OH:26])[CH3:27].[Cl-:1].[Fe:23].[NH2:3][c:4]1[c:5]([C:6](=[O:7])[O:8][CH2:9][c:10]2[cH:11][cH:12][cH:13][cH:14][cH:15]2)[cH:16][cH:17][cH:18][c:19]1[N+:20]([O-:21])=[O:22].[NH4+:2].[OH2:24]>>[NH2:3][c:4]1[c:5]([C:6](=[O:7])[O:8][CH2:9][c:10]2[cH:11][cH:12][cH:13][cH:14][cH:15]2)[cH:16][cH:17][cH:18][c:19]1[NH2:20].